The task is: describe an organic reaction: reactants, conditions, products, and yield. This data is from the Open Reaction Database (ORD), a public repository of structured organic reaction records. Reactants: O[C@@H]1CC[C@H](CC1)NC1=C(C(=O)N)C=CC(=C1)N1C=C(C=2C(CC(CC12)(C)C)=O)C (2-(trans-4-Hydroxy-cyclohexylamino)-4-(3,6,6-trimethyl-4-oxo-4,5,6,7-tetrahydro-indol-1-yl)-benzamide), CC(=O)OI1(C=2C=CC=CC2C(=O)O1)(OC(=O)C)OC(=O)C (Dess-Martin periodinane). Solvent: C(Cl)Cl (CH2Cl2). Conditions: time 1 hour. Product: O=C1CCC(CC1)NC1=C(C(=O)N)C=CC(=C1)N1C=C(C=2C(CC(CC12)(C)C)=O)C (2-(4-oxo-cyclohexylamino)-4-(3,6,6-trimethyl-4-oxo-4,5,6,7-tetrahydro-indol-1-yl)-benzamide), solid. Yield: 24.0%. As a reaction SMILES: [OH:1][C@H:2]1[CH2:7][CH2:6][C@H:5]([NH:8][C:9]2[CH:17]=[C:16]([N:18]3[C:26]4[CH2:25][C:24]([CH3:28])([CH3:27])[CH2:23][C:22](=[O:29])[C:21]=4[C:20]([CH3:30])=[CH:19]3)[CH:15]=[CH:14][C:10]=2[C:11]([NH2:13])=[O:12])[CH2:4][CH2:3]1.CC(OI1(OC(C)=O)(OC(C)=O)OC(=O)C2C=CC=CC1=2)=O>C(Cl)Cl>[O:1]=[C:2]1[CH2:3][CH2:4][CH:5]([NH:8][C:9]2[CH:17]=[C:16]([N:18]3[C:26]4[CH2:25][C:24]([CH3:27])([CH3:28])[CH2:23][C:22](=[O:29])[C:21]=4[C:20]([CH3:30])=[CH:19]3)[CH:15]=[CH:14][C:10]=2[C:11]([NH2:13])=[O:12])[CH2:6][CH2:7]1. Procedure: The title compound of Example 3 [2-(4-Hydroxy-cyclohexylamino)-4-(3,6,6-trimethyl-4-oxo-4,5,6,7-tetrahydro-indol-1-yl)-benzamide] (150 mg, 0.366 mmol) and Dess-Martin periodinane (0.366 mmol) were dissolved in anhydrous CH2Cl2 and stirred at room temperature for one hour. The reaction mixture was concentrated and the title compound was isolated as a white solid (36.2 mg, 24% yield) after purification by column chromatography eluting with EtOAc-MeOH. LCMS m/z: (M+H)=408.3. Starting materials: Cc1c(SCCCCl)ccnc1CSc1ccncc1, O=C(O)c1cccnc1S. Yields the product Cc1c(SCCCSc2ncccc2C(=O)O)ccnc1CSc1ccncc1. As a reaction SMILES: [Cl:1][CH2:2][CH2:3][CH2:4][S:5][c:6]1[c:7]([CH3:20])[c:8]([CH2:12][S:13][c:14]2[cH:15][cH:16][n:17][cH:18][cH:19]2)[n:9][cH:10][cH:11]1.[SH:21][c:22]1[c:23]([C:24](=[O:25])[OH:26])[cH:27][cH:28][cH:29][n:30]1>>[CH2:2]([CH2:3][CH2:4][S:5][c:6]1[c:7]([CH3:20])[c:8]([CH2:12][S:13][c:14]2[cH:15][cH:16][n:17][cH:18][cH:19]2)[n:9][cH:10][cH:11]1)[S:21][c:22]1[c:23]([C:24](=[O:25])[OH:26])[cH:27][cH:28][cH:29][n:30]1. Starting materials: FC1=CC=C(C=C1)C#CCN1N=CC(=C1)C1=NC=2N=C(N(C(C2N1COCC[Si](C)(C)C)=O)CCC)N1CCCC1 (8-{1-[3-(4-Fluoro-phenyl)-prop-2-ynyl]-1H-pyrazol-4-yl}-1-propyl-2-pyrrolidin-1-yl-7-(2-trimethylsilanyl-ethoxymethyl)-1,7-dihydro-purin-6-one), Cl (HCl). Solvent: C(C)O (ethanol). Reaction conditions: temperature 85 celsius. Product: C(CC)N1C(=NC=2N=CNC2C1=O)N1CCCC1 (1-propyl-2-pyrrolidin-1-yl-1,7-dihydro-purin-6-one). Isolated yield 197.5%. As a reaction SMILES: FC1C=CC(C#CCN2C=C([C:16]3[N:24](COCC[Si](C)(C)C)[C:23]4[C:22](=[O:33])[N:21]([CH2:34][CH2:35][CH3:36])[C:20]([N:37]5[CH2:41][CH2:40][CH2:39][CH2:38]5)=[N:19][C:18]=4[N:17]=3)C=N2)=CC=1.Cl>C(O)C>[CH2:34]([N:21]1[C:22](=[O:33])[C:23]2[NH:24][CH:16]=[N:17][C:18]=2[N:19]=[C:20]1[N:37]1[CH2:41][CH2:40][CH2:39][CH2:38]1)[CH2:35][CH3:36]. Reported procedure: A mixture of 8-{1-[3-(4-Fluoro-phenyl)-prop-2-ynyl]-1H-pyrazol-4-yl}-1-propyl-2-pyrrolidin-1-yl-7-(2-trimethylsilanyl-ethoxymethyl)-1,7-dihydro-purin-6-one (0.025 g, 0.043 mmol), 2N HCl (0.5 ml), ethanol (2 ml) was heated at 85° C. for 2 hours. The mixture was cooled and the solvent was evaporated. The residue was washed with n-pentane to obtain pure 8-{1-[3-(4-Fluoro-phenyl)-prop-2-ynyl]-1H-pyrazol-4-yl)}-1-propyl-2-pyrrolidin-1-yl-1,7-dihydro-purin-6-one (0.021 g, quantitative) as yellow solid... Reactants: C(C1=CC=CC=C1)NC1=CC=C(C=C1)C1=NOC(=C1)COC(N)=O (carbamic acid 3-(4-benzylamino-phenyl)-isoxazol-5-ylmethyl ester), C(CC)=O (propionaldehyde). Product: C(C1=CC=CC=C1)N(C1=CC=C(C=C1)C1=NOC(=C1)COC(N)=O)CCC (carbamic acid 3-[4-(benzyl-propyl-amino)-phenyl]-isoxazol-5-ylmethyl ester). As a reaction SMILES: [CH2:1]([NH:8][C:9]1[CH:14]=[CH:13][C:12]([C:15]2[CH:19]=[C:18]([CH2:20][O:21][C:22](=[O:24])[NH2:23])[O:17][N:16]=2)=[CH:11][CH:10]=1)[C:2]1[CH:7]=[CH:6][CH:5]=[CH:4][CH:3]=1.[CH:25](=O)[CH2:26][CH3:27]>>[CH2:1]([N:8]([CH2:25][CH2:26][CH3:27])[C:9]1[CH:10]=[CH:11][C:12]([C:15]2[CH:19]=[C:18]([CH2:20][O:21][C:22](=[O:24])[NH2:23])[O:17][N:16]=2)=[CH:13][CH:14]=1)[C:2]1[CH:7]=[CH:6][CH:5]=[CH:4][CH:3]=1. Procedure details: An experiment was performed using the compound carbamic acid 3-(4-benzylamino-phenyl)-isoxazol-5-ylmethyl ester in Example 74 as a starting material and propionaldehyde in the same manner as in Example 74.4 to obtain carbamic acid 3-[4-(benzyl-propyl-amino)-phenyl]-isoxazol-5-ylmethyl ester. The reactants are C(C)OC(CC1=CC(=C(C=C1)OC)OC1=C(C=C(C=C1)[N+](=O)[O-])C=O)=O ([3-(2-formyl-4-nitro-phenoxy)-4-methoxy-phenyl]-acetic acid ethyl ester), [BH4-].[Na+] (sodium borohydride). Solvent: CO (methanol). Reaction conditions: time 15 minute. The product is C(C)OC(CC1=CC(=C(C=C1)OC)OC1=C(C=C(C=C1)[N+](=O)[O-])CO)=O ([3-(2-Hydroxymethyl-4-nitro-phenoxy)-4-methoxy-phenyl]-acetic acid ethyl ester). As a reaction SMILES: [CH2:1]([O:3][C:4](=[O:26])[CH2:5][C:6]1[CH:11]=[CH:10][C:9]([O:12][CH3:13])=[C:8]([O:14][C:15]2[CH:20]=[CH:19][C:18]([N+:21]([O-:23])=[O:22])=[CH:17][C:16]=2[CH:24]=[O:25])[CH:7]=1)[CH3:2].[BH4-].[Na+]>CO>[CH2:1]([O:3][C:4](=[O:26])[CH2:5][C:6]1[CH:11]=[CH:10][C:9]([O:12][CH3:13])=[C:8]([O:14][C:15]2[CH:20]=[CH:19][C:18]([N+:21]([O-:23])=[O:22])=[CH:17][C:16]=2[CH2:24][OH:25])[CH:7]=1)[CH3:2] |f:1.2|. Procedure: To [3-(2-formyl-4-nitro-phenoxy)-4-methoxy-phenyl]-acetic acid ethyl ester (1 equivalent) in methanol was added sodium borohydride (1.2 equivalents), and the reaction was stirred at room temperature for 15 minutes. The mixture was then concentrated and partitioned between EtOAc and H2O. The aqueous layer was separated and extracted with EtOAc, and the combined organic layers were dried over MgSO4, filtered, and concentrated to give the title compound. Starting materials: O=[N+]([O-])c1ccc(Br)nc1Br, CC1CCNCC1, Cc1ccccc1, [K+], [K+], O=C([O-])[O-]. Product: CC1CCN(c2nc(Br)ccc2[N+](=O)[O-])CC1. As a reaction SMILES: [Br:1][c:2]1[n:3][c:4]([Br:11])[cH:5][cH:6][c:7]1[N+:8](=[O:9])[O-:10].[CH3:12][CH:13]1[CH2:14][CH2:15][NH:16][CH2:17][CH2:18]1.[CH3:25][c:26]1[cH:27][cH:28][cH:29][cH:30][cH:31]1.[K+:19].[K+:20].[O-:21][C:22]([O-:23])=[O:24]>>[c:2]1([N:16]2[CH2:15][CH2:14][CH:13]([CH3:12])[CH2:18][CH2:17]2)[n:3][c:4]([Br:11])[cH:5][cH:6][c:7]1[N+:8](=[O:9])[O-:10]. Reactants: CN(C)c1ccc(C(=O)O)cc1, COc1ccc(N)cc1, [Cl-], Cl, S=P12SP3(=S)SP(=S)(S1)SP(=S)(S2)S3, c1ccncc1. The product is COc1ccc(NC(=S)c2ccc(N(C)C)cc2)cc1. RXN SMILES: [CH3:11][N:12]([c:13]1[cH:14][cH:15][c:16]([C:17]([OH:18])=[O:19])[cH:20][cH:21]1)[CH3:22].[CH3:1][O:2][c:3]1[cH:4][cH:5][c:6]([NH2:9])[cH:7][cH:8]1.[Cl-:10].[ClH:37].[P:23]12(=[S:24])[S:25][P:26]3(=[S:36])[S:27][P:28](=[S:34])([S:29][P:30](=[S:33])([S:31]3)[S:32]1)[S:35]2.[cH:38]1[cH:39][cH:40][n:41][cH:42][cH:43]1>>[CH3:1][O:2][c:3]1[cH:4][cH:5][c:6]([NH:9][C:17]([c:16]2[cH:15][cH:14][c:13]([N:12]([CH3:11])[CH3:22])[cH:21][cH:20]2)=[S:24])[cH:7][cH:8]1.